describe an organic reaction: reactants, conditions, products, and yield From a dataset of the Open Reaction Database (ORD), a public repository of structured organic reaction records. The reactants are C(C)OC(CNC1=CC=CC=C1)=O (N-phenyl glycine ethyl ester), ClC=1C=CC(=C(C1)N=C=S)C (5-chloro-2-methylphenyl-isothiocyanate). Solvent: C(Cl)(Cl)Cl (chloroform). The product is C(C)OC(CN(C(=S)NC1=C(C=CC(=C1)Cl)C)C1=CC=CC=C1)=O (2-[3-(5-chloro-2-methylphenyl)-1-phenyl-thioureido]-acetic acid ethyl ester). Isolated yield 94.9%. Reaction SMILES: [CH2:1]([O:3][C:4](=[O:13])[CH2:5][NH:6][C:7]1[CH:12]=[CH:11][CH:10]=[CH:9][CH:8]=1)[CH3:2].[Cl:14][C:15]1[CH:16]=[CH:17][C:18]([CH3:24])=[C:19]([N:21]=[C:22]=[S:23])[CH:20]=1>C(Cl)(Cl)Cl>[CH2:1]([O:3][C:4](=[O:13])[CH2:5][N:6]([C:7]1[CH:12]=[CH:11][CH:10]=[CH:9][CH:8]=1)[C:22]([NH:21][C:19]1[CH:20]=[C:15]([Cl:14])[CH:16]=[CH:17][C:18]=1[CH3:24])=[S:23])[CH3:2]. Procedure: A mixture of N-phenyl glycine ethyl ester (8.95 g), 5-chloro-2-methylphenyl-isothiocyanate (9.18 g), and chloroform (200 mL) was heated at reflux for 24 hours. The solvent was evaporated. The residue was crystallized from ethyl acetate/hexane mixture. The solid was collected and dried to give 17.2 g of 2-[3-(5-chloro-2-methylphenyl)-1-phenyl-thioureido]-acetic acid ethyl ester as a white solid, m.p. 148°-1500° C. Anal. Calcd. for. C18H19Cl N2O2S: C, 59.58; H, 5.28; N, 7.72. Found: C, 59.79; H, 5... As a reaction SMILES: [C:13](=[O:14])=[O:15].[CH3:16][S:17]([CH3:18])=[O:19].[O:1]=[CH:2][CH:3]([OH:4])[CH:5]([OH:6])[CH:7]([OH:8])[CH:9]([OH:10])[CH2:11][OH:12]>>[OH:1][CH2:2][CH:3]([OH:4])[CH:5]([OH:6])[CH:7]([OH:8])[CH:9]([OH:10])[CH2:11][OH:12]. The reactants are O=C=O, CS(C)=O, O=CC(O)C(O)C(O)C(O)CO. Yields the product OCC(O)C(O)C(O)C(O)CO. Reactants: N#CC(O)c1cccc(Oc2ccccc2)c1, ClCCl, CC(C)C(C(=O)Cl)c1ccc(OC(F)F)cc1, c1ccncc1. As a reaction SMILES: [C:18](#[N:19])[CH:20]([c:21]1[cH:22][c:23]([O:27][c:28]2[cH:29][cH:30][cH:31][cH:32][cH:33]2)[cH:24][cH:25][cH:26]1)[OH:34].[CH2:41]([Cl:42])[Cl:43].[F:1][CH:2]([O:3][c:4]1[cH:5][cH:6][c:7]([CH:10]([C:11](=[O:12])[Cl:13])[CH:14]([CH3:15])[CH3:16])[cH:8][cH:9]1)[F:17].[cH:35]1[cH:36][cH:37][n:38][cH:39][cH:40]1>>[F:1][CH:2]([O:3][c:4]1[cH:5][cH:6][c:7]([CH:10]([C:11](=[O:12])[O:34][CH:20]([C:18]#[N:19])[c:21]2[cH:22][c:23]([O:27][c:28]3[cH:29][cH:30][cH:31][cH:32][cH:33]3)[cH:24][cH:25][cH:26]2)[CH:14]([CH3:15])[CH3:16])[cH:8][cH:9]1)[F:17]. The product is CC(C)C(C(=O)OC(C#N)c1cccc(Oc2ccccc2)c1)c1ccc(OC(F)F)cc1. Reactants: COc1ccc(S(=O)(=O)NC(C(=O)OC(C)(C)C)C(C)C)cc1, [H-], CI, [Na+], CN(C)C=O. Yields the product COc1ccc(S(=O)(=O)N(C)C(C(=O)OC(C)(C)C)C(C)C)cc1. RXN SMILES: [C:1]([CH3:2])([CH3:3])([CH3:4])[O:5][C:6]([CH:7]([NH:8][S:9](=[O:10])(=[O:11])[c:12]1[cH:13][cH:14][c:15]([O:18][CH3:19])[cH:16][cH:17]1)[CH:20]([CH3:21])[CH3:22])=[O:23].[H-:24].[I:26][CH3:27].[Na+:25].[O:28]=[CH:29][N:30]([CH3:31])[CH3:32]>>[C:1]([CH3:2])([CH3:3])([CH3:4])[O:5][C:6]([CH:7]([N:8]([S:9](=[O:10])(=[O:11])[c:12]1[cH:13][cH:14][c:15]([O:18][CH3:19])[cH:16][cH:17]1)[CH3:27])[CH:20]([CH3:21])[CH3:22])=[O:23].